The task is: describe an organic reaction: reactants, conditions, products, and yield. This data is from the Open Reaction Database (ORD), a public repository of structured organic reaction records. Yields the product O1[C@H](COCC1)CN1N=CC(=C1)B1OC(C(O1)(C)C)(C)C (1-[(2S)-1,4-Dioxan-2-ylmethyl]-4-(4,4,5,5-tetramethyl-1,3,2-dioxaborolan-2-yl)-1H-pyrazole). As a reaction SMILES: [CH3:1][C:2]1([CH3:14])[C:6]([CH3:8])([CH3:7])[O:5][B:4]([C:9]2[CH:10]=[N:11][NH:12][CH:13]=2)[O:3]1.C(=O)([O-])[O-].[Cs+].[Cs+].CS(O[CH2:26][C@H:27]1[CH2:32][O:31][CH2:30][CH2:29][O:28]1)(=O)=O>O1CCOCC1>[O:28]1[CH2:29][CH2:30][O:31][CH2:32][C@@H:27]1[CH2:26][N:12]1[CH:13]=[C:9]([B:4]2[O:5][C:6]([CH3:7])([CH3:8])[C:2]([CH3:14])([CH3:1])[O:3]2)[CH:10]=[N:11]1 |f:1.2.3|. The reactants are CC1(OB(OC1(C)C)C=1C=NNC1)C (4-(4,4,5,5-Tetramethyl-1,3,2-dioxaborolan-2-yl)-1H-pyrazole), C([O-])([O-])=O.[Cs+].[Cs+] (cesium carbonate), CS(=O)(=O)OC[C@@H]1OCCOC1 ((2R)-1,4-dioxan-2-ylmethyl methanesulfonate). Solvent: O1CCOCC1 (1,4-dioxane). Procedure: 4-(4,4,5,5-Tetramethyl-1,3,2-dioxaborolan-2-yl)-1H-pyrazole (2.5 g) was added to a suspension of cesium carbonate (2.50 g) in 1,4-dioxane (30 ml). After stirring, (2R)-1,4-dioxan-2-ylmethyl methanesulfonate (2.78 g) was added and the mixture was stirred at 90° C. for four hours. After leaving to cool, the reaction solution was filtered, and the filtrate was concentrated. The residue was purified by silica gel column chromatography [chloroform:methanol=19:1 (v/v)] to give 3.79 g of the title comp... Isolated yield 100.0%. The reactants are Cl (hydrogen chloride), tert-butyl ester, S1C(=CC=C1)C1=NOC(=N1)C1CCN(CC1)C(=O)O (4-(3-thiophen-2-yl[1,2,4]-oxadiazol-5-yl)piperidine-1-carboxylic acid), C(C)OCC (diethyl ether). The solvent is O1CCOCC1 (dioxane), C(C)O (ethanol). Conditions: temperature 50 celsius. The product is Cl.S1C(=CC=C1)C1=NOC(=N1)C1CC[NH2+]CC1 (4-(3-thiophen-2-yl[1,2,4]oxadiazol-5-yl)piperidinium hydrochloride). Reaction SMILES: [S:1]1[CH:5]=[CH:4][CH:3]=[C:2]1[C:6]1[N:10]=[C:9]([CH:11]2[CH2:16][CH2:15][N:14](C(O)=O)[CH2:13][CH2:12]2)[O:8][N:7]=1.[ClH:20].C(OCC)C>C(O)C.O1CCOCC1>[ClH:20].[S:1]1[CH:5]=[CH:4][CH:3]=[C:2]1[C:6]1[N:10]=[C:9]([CH:11]2[CH2:16][CH2:15][NH2+:14][CH2:13][CH2:12]2)[O:8][N:7]=1 |f:5.6|. Reported procedure: 11 g of the tert-butyl ester of 4-(3-thiophen-2-yl[1,2,4]-oxadiazol-5-yl)piperidine-1-carboxylic acid (32.8 mmol) were placed in a 250 ml round-bottomed flask and dissolved in 66 ml of absolute ethanol. A solution of hydrogen chloride in dioxane (4N) (10 ml) was then added. The reaction medium was heated at 50° C. for 2 hours. The solution was then cooled and 100 ml of diethyl ether were added. The product was then filtered off. 9.56 g of a beige-colored powder were obtained.